Dataset: the Open Reaction Database (ORD), a public repository of structured organic reaction records. Task: describe an organic reaction: reactants, conditions, products, and yield Product: ON=C(c1ccccc1)c1ccc(O)c(Cl)c1Cl. As a reaction SMILES: [Cl:1][c:2]1[c:3]([C:4](=[O:5])[c:6]2[cH:7][cH:8][cH:9][cH:10][cH:11]2)[cH:12][cH:13][c:14]([OH:17])[c:15]1[Cl:16].[ClH:18].[NH2:19][OH:20].[cH:21]1[cH:22][cH:23][n:24][cH:25][cH:26]1>>[Cl:1][c:2]1[c:3]([C:4]([c:6]2[cH:7][cH:8][cH:9][cH:10][cH:11]2)=[N:19][OH:20])[cH:12][cH:13][c:14]([OH:17])[c:15]1[Cl:16]. Starting materials: O=C(c1ccccc1)c1ccc(O)c(Cl)c1Cl, Cl, NO, c1ccncc1. The reactants are CCCCCC1CCC(C(=O)O)CC1, O=S(Cl)Cl. The product is CCCCCC1CCC(C(=O)O)CC1, [Cl-]. As a reaction SMILES: [CH2:1]([CH2:2][CH2:3][CH2:4][CH3:5])[CH:6]1[CH2:7][CH2:8][CH:9]([C:12](=[O:13])[OH:14])[CH2:10][CH2:11]1.[S:15]([Cl:16])([Cl:17])=[O:18]>>[CH2:1]([CH2:2][CH2:3][CH2:4][CH3:5])[CH:6]1[CH2:7][CH2:8][CH:9]([C:12](=[O:13])[OH:14])[CH2:10][CH2:11]1.[Cl-:17]. Reactants: solution, Cl (hydrochloric acid), CC1=CS[C@H]2N([C@H]1C(=O)OC(C)(C)C)C([C@H]2NC(CC2=CC=CC=C2)=O)=O (tert-butyl (4R,6R,7R)-3-methyl-7-phenylacetamido-ceph-2-em-4-carboxylate). Reagents/catalysts: [Ti](Cl)(Cl)(Cl)Cl (Titanium tetrachloride). The solvent is O (water), ClCCl (dichloromethane). Run at temperature 0 celsius, time 2.5 hour. Yields the product CC1=CS[C@H]2N([C@H]1C(=O)O)C([C@H]2NC(CC2=CC=CC=C2)=O)=O ((4R,6R,7R)-3-methyl-7-phenylacetamido-ceph-2-em-4-carboxylic acid). Yield: 82.7%. RXN SMILES: [CH3:1][C:2]1[C@H:7]([C:8]([O:10]C(C)(C)C)=[O:9])[N:6]2[C:15](=[O:27])[C@@H:16]([NH:17][C:18](=[O:26])[CH2:19][C:20]3[CH:25]=[CH:24][CH:23]=[CH:22][CH:21]=3)[C@H:5]2[S:4][CH:3]=1.Cl>ClCCl.O.[Ti](Cl)(Cl)(Cl)Cl>[CH3:1][C:2]1[C@H:7]([C:8]([OH:10])=[O:9])[N:6]2[C:15](=[O:27])[C@@H:16]([NH:17][C:18](=[O:26])[CH2:19][C:20]3[CH:21]=[CH:22][CH:23]=[CH:24][CH:25]=3)[C@H:5]2[S:4][CH:3]=1. Reported procedure: A stirred solution of tert-butyl (4R,6R,7R)-3-methyl-7-phenylacetamido-ceph-2-em-4-carboxylate (0.776 g, 2.0 mmol) in dichloromethane (30 ml) was cooled to 0° C. Titanium tetrachloride (0.6 ml, 5.5 mmol) was added in 1 min. After stirring for 2.5 h at 0° C., the suspension was mixed with a chilled 2M solution of hydrochloric acid in water (40 ml). The organic-phase was separated and washed with a 1M solution of hydrochloric acid in water (20 ml), water (20 ml), and brine (20 ml). The organic pha... The reactants are [BH4-].[Na+] (Sodium borohydride), C(C)(C)(C)OC(CCCCN1C([C@@H](N(C(C2=C1C=CC(=C2)I)=O)[C@H](C)C2=CC=C(C=C2)Cl)C2=C(C=C(C=C2)Cl)OCC=C)=O)=O (5-[(3S)-3-(2-Allyloxy-4-chlorophenyl)-4-[(R)-1-(4-chlorophenyl)ethyl]-7-iodo-2,5-dioxo-1,4-benzodiazepin-1-yl]valeric acid tert-butyl ester), CO (Methanol). Reagents/catalysts: C1=CC=C(C=C1)P(C2=CC=CC=C2)C3=CC=CC=C3.C1=CC=C(C=C1)P(C2=CC=CC=C2)C3=CC=CC=C3.Cl[Pd]Cl (dichloro bis(triphenylphosphine)palladium (II)). Solvent: C1CCOC1 (THF). Run at time 30 minute. Yields the product C(C)(C)(C)OC(CCCCN1C([C@@H](N(C(C2=C1C=CC(=C2)I)=O)[C@H](C)C2=CC=C(C=C2)Cl)C2=C(C=C(C=C2)Cl)O)=O)=O (5-[(3S)-3-(4-chloro-2-hydroxyphenyl)-4-[(R)-1-(4-chlorophenyl)ethyl]-7-iodo-2,5-dioxo-1,4-benzodiazepin-1-yl]valeric acid tert-butyl ester). Yield: 95.3%. Reaction SMILES: [C:1]([O:5][C:6](=[O:45])[CH2:7][CH2:8][CH2:9][CH2:10][N:11]1[C:17]2[CH:18]=[CH:19][C:20]([I:22])=[CH:21][C:16]=2[C:15](=[O:23])[N:14]([C@@H:24]([C:26]2[CH:31]=[CH:30][C:29]([Cl:32])=[CH:28][CH:27]=2)[CH3:25])[C@@H:13]([C:33]2[CH:38]=[CH:37][C:36]([Cl:39])=[CH:35][C:34]=2[O:40]CC=C)[C:12]1=[O:44])([CH3:4])([CH3:3])[CH3:2].[BH4-].[Na+].CO>C1COCC1.C1C=CC(P(C2C=CC=CC=2)C2C=CC=CC=2)=CC=1.C1C=CC(P(C2C=CC=CC=2)C2C=CC=CC=2)=CC=1.Cl[Pd]Cl>[C:1]([O:5][C:6](=[O:45])[CH2:7][CH2:8][CH2:9][CH2:10][N:11]1[C:17]2[CH:18]=[CH:19][C:20]([I:22])=[CH:21][C:16]=2[C:15](=[O:23])[N:14]([C@@H:24]([C:26]2[CH:31]=[CH:30][C:29]([Cl:32])=[CH:28][CH:27]=2)[CH3:25])[C@@H:13]([C:33]2[CH:38]=[CH:37][C:36]([Cl:39])=[CH:35][C:34]=2[OH:40])[C:12]1=[O:44])([CH3:2])([CH3:3])[CH3:4] |f:1.2,5.6.7|. Procedure: 5-[(3S)-3-(2-Allyloxy-4-chlorophenyl)-4-[(R)-1-(4-chlorophenyl)ethyl]-7-iodo-2,5-dioxo-1,4-benzodiazepin-1-yl]valeric acid tert-butyl ester (224 mg, 0.29 mmol) and dichloro bis(triphenylphosphine)palladium (II) (10 mg, 0.015 mmol) were dissolved at room temperature in THF (5 mL). Sodium borohydride (11 mg, 0.29 mmol) was added and the reaction was stirred under argon for 30 minutes. Methanol (10 mL) was added and the reaction was stirred for 15 additional minutes. The solvent was evaporated unde... The product is Cl, O=C(O)CCC1CCN(Cc2ccccc2)CC1. Reactants: BrCc1ccccc1, CC(C)=O, Cl, [K+], [K+], O=C(O)CCC1CCNCC1, O=C([O-])[O-]. Reaction SMILES: [CH2:19]([c:20]1[cH:21][cH:22][cH:23][cH:24][cH:25]1)[Br:26].[CH3:27][C:28](=[O:29])[CH3:30].[ClH:1].[K+:13].[K+:14].[NH:2]1[CH2:3][CH2:4][CH:5]([CH2:8][CH2:9][C:10](=[O:11])[OH:12])[CH2:6][CH2:7]1.[O-:15][C:16]([O-:17])=[O:18]>>[ClH:1].[N:2]1([CH2:19][c:20]2[cH:21][cH:22][cH:23][cH:24][cH:25]2)[CH2:3][CH2:4][CH:5]([CH2:8][CH2:9][C:10](=[O:11])[OH:12])[CH2:6][CH2:7]1. The reactants are Nc1cccc(Br)c1, CCOC(C)O, CCOc1ccc2ncc(C#N)c(Cl)c2n1, Cl, [NH4+], [OH-], O, c1ccncc1. Yields the product CCOc1ccc2ncc(C#N)c(Nc3cccc(Br)c3)c2n1. Reaction SMILES: [Br:17][c:18]1[cH:19][c:20]([NH2:21])[cH:22][cH:23][cH:24]1.[CH2:34]([O:35][CH:36]([OH:37])[CH3:38])[CH3:39].[Cl:1][c:2]1[c:3]([C:15]#[N:16])[cH:4][n:5][c:6]2[cH:7][cH:8][c:9]([O:12][CH2:13][CH3:14])[n:10][c:11]12.[ClH:31].[NH4+:33].[OH-:32].[OH2:40].[cH:25]1[cH:26][cH:27][n:28][cH:29][cH:30]1>>[c:2]1([NH:21][c:20]2[cH:19][c:18]([Br:17])[cH:24][cH:23][cH:22]2)[c:3]([C:15]#[N:16])[cH:4][n:5][c:6]2[cH:7][cH:8][c:9]([O:12][CH2:13][CH3:14])[n:10][c:11]12. The reactants are COC1=C(C=O)C=CC=C1OC (2,3-dimethoxybenzaldehyde), [Li] (lithium), bromo, 3-bromo-propan-1-ol 1-ethoxy ethyl ether. Solvent: CCOCC (ether), CCOCC (ether). Conditions: time 1 hour. The product is COC1=C(C=CC=C1OC)CCCCO (4-(2,3-dimethoxyphenyl)butan-1-ol). Yield: 157.5%. RXN SMILES: [Li].[CH3:2][O:3][C:4]1[C:11]([O:12][CH3:13])=[CH:10][CH:9]=[CH:8][C:5]=1[CH:6]=O>CCOCC>[CH3:2][O:3][C:4]1[C:11]([O:12][CH3:13])=[CH:10][CH:9]=[CH:8][C:5]=1[CH2:6][CH2:6][CH2:5][CH2:4][OH:3] |^1:0|. Procedure: To 0.8 g (0.12 g-atoms) of lithium ribbon cut in small pieces in 50 mL of anhydrous ether stirred at room temperature under an argon atmosphere was added 12 g (0.06 mol) of 3-bromo-propan-1-ol 1-ethoxy ethyl ether [P. E. Eaton, G. F. Cooper, R. C. Johnston, and R. H. Mueller, J. Org. Chem. 37, 1947 (1972)]. After about 1 mL was added, the reaction mixture was cooled in an ice-salt bath and the rest of the bromo compound was added dropwise over 35 minutes. Stirring was continued with cooling for ...